Dataset: the Open Reaction Database (ORD), a public repository of structured organic reaction records. Task: describe an organic reaction: reactants, conditions, products, and yield The reactants are O=C1c2ccccc2C(=O)N1Cc1cscc1CBr, Cc1cccnc1CNCc1ncccc1C, CC#N, CCN(C(C)C)C(C)C. Product: Cc1cccnc1CN(Cc1cscc1CN1C(=O)c2ccccc2C1=O)Cc1ncccc1C. RXN SMILES: [Br:18][CH2:19][c:20]1[c:21]([CH2:25][N:26]2[C:27](=[O:36])[c:28]3[cH:29][cH:30][cH:31][cH:32][c:33]3[C:34]2=[O:35])[cH:22][s:23][cH:24]1.[CH3:1][c:2]1[c:3]([CH2:8][NH:9][CH2:10][c:11]2[n:12][cH:13][cH:14][cH:15][c:16]2[CH3:17])[n:4][cH:5][cH:6][cH:7]1.[CH3:46][C:47]#[N:48].[CH:37]([N:38]([CH2:39][CH3:40])[CH:41]([CH3:42])[CH3:43])([CH3:44])[CH3:45]>>[CH3:1][c:2]1[c:3]([CH2:8][N:9]([CH2:10][c:11]2[n:12][cH:13][cH:14][cH:15][c:16]2[CH3:17])[CH2:19][c:20]2[c:21]([CH2:25][N:26]3[C:27](=[O:36])[c:28]4[cH:29][cH:30][cH:31][cH:32][c:33]4[C:34]3=[O:35])[cH:22][s:23][cH:24]2)[n:4][cH:5][cH:6][cH:7]1. Reactants: ClC1=NC=CC(=N1)C=1C=C(CNCCC2=NC=CC=C2)C=CC1 ([3-(2-Chloro-pyrimidin-4-yl)-benzyl]-(2-pyridin-2-yl-ethyl)-amine), CS(=O)(=O)Cl (methanesulfonyl chloride), 403. The product is ClC1=NC=CC(=N1)C=1C=C(CN(S(=O)(=O)C)CCC2=NC=CC=C2)C=CC1 (N-[3-(2-Chloro-pyrimidin-4-yl)-benzyl]-N-(2-pyridin-2-yl-ethyl)-methanesulfonamide). Reaction SMILES: [Cl:1][C:2]1[N:7]=[C:6]([C:8]2[CH:9]=[C:10]([CH:21]=[CH:22][CH:23]=2)[CH2:11][NH:12][CH2:13][CH2:14][C:15]2[CH:20]=[CH:19][CH:18]=[CH:17][N:16]=2)[CH:5]=[CH:4][N:3]=1.[CH3:24][S:25](Cl)(=[O:27])=[O:26]>>[Cl:1][C:2]1[N:7]=[C:6]([C:8]2[CH:9]=[C:10]([CH:21]=[CH:22][CH:23]=2)[CH2:11][N:12]([CH2:13][CH2:14][C:15]2[CH:20]=[CH:19][CH:18]=[CH:17][N:16]=2)[S:25]([CH3:24])(=[O:27])=[O:26])[CH:5]=[CH:4][N:3]=1. Procedure details: Intermediate 16 was coupled with methanesulfonyl chloride following procedure D. LC-MS showed the product had the expected M+H+ of 403. Starting materials: Cl.Cl.Cl.C(#N)C1=C(C=C(CN2C=NC=C2CCN2CCNCC2)C=C1)F (1-[2-(l-(4-Cyano-3-fluorobenzyl)-5-imidazolyl)ethyl]piperazine, Trihydrochloride), C(C)(C)[Si](OC1=CC=C2C=CC=C(C2=C1)C(=O)O)(C(C)C)C(C)C (7-(Triisopropylsilyloxy)-1-naphthoic Acid), CCN=C=NCCCN(C)C.Cl (EDC hydrochloride), C=1C=CC2=C(C1)N=NN2O (HOBT), C(C)(C)N(C(C)C)CC (N,N-diisopropylethylamine). Reaction conditions: time 8 hour. Yields the product C(#N)C1=C(C=C(CN2C=NC=C2CCN2CCN(CC2)C(=O)C2=CC=CC3=CC=C(C=C23)O[Si](C(C)C)(C(C)C)C(C)C)C=C1)F (4-[2-(1-(4-Cyano-3-fluorobenzyl)-5-imidazolyl)ethyl]-1-(7-triisopropylsilyloxy-1-naphthoyl)-piperazine). RXN SMILES: Cl.Cl.Cl.[C:4]([C:6]1[CH:25]=[CH:24][C:9]([CH2:10][N:11]2[C:15]([CH2:16][CH2:17][N:18]3[CH2:23][CH2:22][NH:21][CH2:20][CH2:19]3)=[CH:14][N:13]=[CH:12]2)=[CH:8][C:7]=1[F:26])#[N:5].[CH:27]([Si:30]([CH:48]([CH3:50])[CH3:49])([CH:45]([CH3:47])[CH3:46])[O:31][C:32]1[CH:41]=[C:40]2[C:35]([CH:36]=[CH:37][CH:38]=[C:39]2[C:42](O)=[O:43])=[CH:34][CH:33]=1)([CH3:29])[CH3:28].CCN=C=NCCCN(C)C.Cl.C1C=CC2N(O)N=NC=2C=1.C(N(CC)C(C)C)(C)C>>[C:4]([C:6]1[CH:25]=[CH:24][C:9]([CH2:10][N:11]2[C:15]([CH2:16][CH2:17][N:18]3[CH2:23][CH2:22][N:21]([C:42]([C:39]4[C:40]5[C:35](=[CH:34][CH:33]=[C:32]([O:31][Si:30]([CH:45]([CH3:47])[CH3:46])([CH:48]([CH3:50])[CH3:49])[CH:27]([CH3:28])[CH3:29])[CH:41]=5)[CH:36]=[CH:37][CH:38]=4)=[O:43])[CH2:20][CH2:19]3)=[CH:14][N:13]=[CH:12]2)=[CH:8][C:7]=1[F:26])#[N:5] |f:0.1.2.3,5.6|. Reported procedure: The product from Step D (66.1 mg, 0.156 mmol), 7-triisopropylsilyloxy-1-naphthoic acid from Step F (53.8 mg, 0.156 mmol), EDC hydrochloride (33.0 mg, 0.172 mmol), HOBT (23.2 mg, 0.172 mmol), and N,N-diisopropylethylamine (0.136 mL, 0.781 mmol) were stirred in dry, degassed DMF (0.5 mL) at 20° C. overnight. The reaction was stirred overnight and then injected onto a C18 preparative HPLC column and purified with a mixed gradient of 5%-95% acetonitrile/0.1% TFA; 95%-5%/0.1% aqueous TFA over 15 min....